This data is from the Open Reaction Database (ORD), a public repository of structured organic reaction records. The task is: describe an organic reaction: reactants, conditions, products, and yield The reactants are O(C1=CC=CC=C1)[C@@H]1CCOC2=C([C@H]1O)C=C(C=C2)O (trans-2,3,4,5-Tetrahydro-4-phenoxy-1-benzoxepin-5,7-diol), [H-].[Na+] (sodium hydride), O (water), ClCC1=NC2=CC=CC=C2C=C1 (2-chloromethylquinoline). Solvent: CN(C=O)C (dimethylformamide). Reaction conditions: time 20 minute. Yields the product O(C1=CC=CC=C1)[C@@H]1CCOC2=C([C@@H]1O)C=C(C=C2)OCC2=NC1=CC=CC=C1C=C2 ((±)-cis-2,3,4,5,-Tetrahydro-4-phenoxy-7-(2-quinolyl)methoxy-1-benzoxepin-5-ol). The yield is 13.9%. RXN SMILES: [O:1]([C@H:8]1[C@H:14]([OH:15])[C:13]2[CH:16]=[C:17]([OH:20])[CH:18]=[CH:19][C:12]=2[O:11][CH2:10][CH2:9]1)[C:2]1[CH:7]=[CH:6][CH:5]=[CH:4][CH:3]=1.[H-].[Na+].Cl[CH2:24][C:25]1[CH:34]=[CH:33][C:32]2[C:27](=[CH:28][CH:29]=[CH:30][CH:31]=2)[N:26]=1.O>CN(C)C=O>[O:1]([C@H:8]1[C@@H:14]([OH:15])[C:13]2[CH:16]=[C:17]([O:20][CH2:24][C:25]3[CH:34]=[CH:33][C:32]4[C:27](=[CH:28][CH:29]=[CH:30][CH:31]=4)[N:26]=3)[CH:18]=[CH:19][C:12]=2[O:11][CH2:10][CH2:9]1)[C:2]1[CH:3]=[CH:4][CH:5]=[CH:6][CH:7]=1 |f:1.2|. Procedure details: To a solution of 950 mg of the cis-title product of Example 29 in 25 ml of dimethylformamide was added 173 mg of 50% sodium hydride. After stirring for 20 minutes, 641 mg of 2-chloromethylquinoline was added. The reaction was stirred at room temperature for 1 hour, poured into water and extracted with ethyl acetate. The ethyl acetate layer was dried over sodium sulfate and evaporated in vacuo to afford the crude product which was purified by recrystallization from methyl acetate/hexane to afford... Starting materials: CC(C)(C=1C=NC(=CC1)C(F)(F)F)NC(C)=O (N-[1-Methyl-1-(6-trifluoromethyl-pyridin-3-yl)-ethyl]-acetamide), Cl (hydrochloric acid), O (water), [OH-].[Na+] (sodium hydroxide). Run in COC(C)(C)C (tert-butyl methyl ether). Reaction conditions: temperature 27.5 celsius, time 24 hour. Product: CC(C)(C=1C=NC(=CC1)C(F)(F)F)N (1-Methyl-1-(6-trifluoromethyl-pyridin-3-yl)-ethylamine). Yield: 74.3%. As a reaction SMILES: [CH3:1][C:2]([NH:14]C(=O)C)([C:4]1[CH:5]=[N:6][C:7]([C:10]([F:13])([F:12])[F:11])=[CH:8][CH:9]=1)[CH3:3].Cl.O.[OH-].[Na+]>COC(C)(C)C>[CH3:3][C:2]([NH2:14])([C:4]1[CH:5]=[N:6][C:7]([C:10]([F:12])([F:13])[F:11])=[CH:8][CH:9]=1)[CH3:1] |f:3.4|. Procedure: Heat a mixture of N-[1-Methyl-1-(6-trifluoromethyl-pyridin-3-yl)-ethyl]-acetamide (93.5 moles, 19.1 kg), concentrated hydrochloric acid (805.9 moles; 66.2 L; 79.4 kg), and water (79.4 L; 79.4 kg) to 95-100° C. with stirring under nitrogen for 24 hours. Cool the reaction mixture to 20-35° C. and observe completion of the reaction by HPLC. Cool the reaction vessel to 10-20° C. and add tert-butyl methyl ether (105.4 L; 78.0 kg). Separate the phases, and discard the organic layer. Add 15% sodium hyd... Starting materials: N(CCO)CCO (Diethanolamine), [N+](=O)([O-])[O-].[Ag+] (silver nitrate), CCOCC (ether), CC(C(=O)O)C(=O)C (α-methylacetoacetic acid). The solvent is O (water), O (water). Yields the product CC(C(=O)[O-])C(=O)C.[Ag+] (silver α-methylacetoacetate), precipitate. As a reaction SMILES: N(CCO)CCO.CCOCC.[CH3:13][CH:14]([C:18]([CH3:20])=[O:19])[C:15]([OH:17])=[O:16].[N+]([O-])([O-])=O.[Ag+:25]>O>[CH3:13][CH:14]([C:18]([CH3:20])=[O:19])[C:15]([O-:17])=[O:16].[Ag+:25] |f:3.4,6.7|. Reported procedure: Diethanolamine (4.4 g) was dissolved in water (5 mL), and this solution was added to the ether solution of α-methylacetoacetic acid while cooling with ice. A solution of silver nitrate (6.8 g) dissolved in water (8 mL) was then added dropwise. The white precipitate that precipitated was filtered off, washed with ice water and then isopropanol, and then dried, yielding silver α-methylacetoacetate as a white precipitate (yield 4.78 g). Reactants: C(CC)N (n-propylamine), BrC=1N=C(N2C1C=CC=C2)C(=O)C=2C=CC1=C(C(OC(=N1)C)=O)C2 (6-[(1-bromoimidazo[1,5-a]pyridin-3-yl)carbonyl]-2-methyl-4H-3,1-benzoxazin-4-one), C([O-])([O-])=O.[Na+].[Na+] (sodium carbonate). Solvent: C(C)(=O)O (acetic acid). Run at temperature 160 celsius. Product: BrC=1N=C(N2C1C=CC=C2)C(=O)C=2C=C1C(N(C(=NC1=CC2)C)CCC)=O (6-[(1-Bromoimidazo[1,5-a]pyridin-3-yl)carbonyl]-2-methyl-3-propylquinazolin-4(3H)-one). The yield is 71.6%. Reaction SMILES: [CH2:1]([NH2:4])[CH2:2][CH3:3].[Br:5][C:6]1[N:7]=[C:8]([C:15]([C:17]2[CH:18]=[CH:19][C:20]3[N:25]=[C:24]([CH3:26])[O:23][C:22](=O)[C:21]=3[CH:28]=2)=[O:16])[N:9]2[CH:14]=[CH:13][CH:12]=[CH:11][C:10]=12.C(=O)([O-])[O-].[Na+].[Na+]>C(O)(=O)C>[Br:5][C:6]1[N:7]=[C:8]([C:15]([C:17]2[CH:28]=[C:21]3[C:20](=[CH:19][CH:18]=2)[N:25]=[C:24]([CH3:26])[N:4]([CH2:1][CH2:2][CH3:3])[C:22]3=[O:23])=[O:16])[N:9]2[CH:14]=[CH:13][CH:12]=[CH:11][C:10]=12 |f:2.3.4|. Reported procedure: 1.32 g (22.4 mmol) of n-propylamine are added, at 0° C. under an inert atmosphere, to 0.9 g (2.2 mmol) of 6-[(1-bromoimidazo[1,5-a]pyridin-3-yl)carbonyl]-2-methyl-4H-3,1-benzoxazin-4-one in 15 ml of glacial acetic acid. The reaction medium is microwave-heated for 45 minutes at 160° C. The reaction medium is concentrated under reduced pressure. The residue obtained is taken up with a saturated aqueous solution of sodium carbonate. The precipitate obtained is filtered off and then dried under redu...